Dataset: the Open Reaction Database (ORD), a public repository of structured organic reaction records. Task: describe an organic reaction: reactants, conditions, products, and yield The reactants are COC(=O)CCCCCNC(=O)C=C1c2ccccc2-c2ccccc21, CO, Cl, [Li+], [OH-], O. The product is O=C(O)CCCCCNC(=O)C=C1c2ccccc2-c2ccccc21. RXN SMILES: [CH3:1][O:2][C:3]([CH2:4][CH2:5][CH2:6][CH2:7][CH2:8][NH:9][C:10]([CH:11]=[C:12]1[c:13]2[cH:14][cH:15][cH:16][cH:17][c:18]2-[c:19]2[cH:20][cH:21][cH:22][cH:23][c:24]21)=[O:25])=[O:26].[CH3:27][OH:28].[ClH:31].[Li+:30].[OH-:29].[OH2:32]>>[O:2]=[C:3]([CH2:4][CH2:5][CH2:6][CH2:7][CH2:8][NH:9][C:10]([CH:11]=[C:12]1[c:13]2[cH:14][cH:15][cH:16][cH:17][c:18]2-[c:19]2[cH:20][cH:21][cH:22][cH:23][c:24]21)=[O:25])[OH:26]. Starting materials: C(C1=CC=CC=C1)N(C(CCCC(C1=CC=CC=C1)=O)=O)C (5-oxo-5-phenylpentanoic acid benzyl-methyl amide), C(CCC)[Li] (n-butyl lithium), C(CC(=O)C)(=O)OC (methyl acetoacetate), [H-].[Na+] (NaH). Solvent: O1CCCC1 (tetrahydrofuran), CCCCCC (hexane). Product: C(C1=CC=CC=C1)N(C(CCCC1(OC(C=C(C1)O)=O)C1=CC=CC=C1)=O)C (N-Benzyl-4-(3,6-dihydro-4-hydroxy-6-oxo-2-phenyl-2H-pyran-2-yl)-N-methylbutyramide), solid. Reaction SMILES: [C:1](OC)(=[O:6])[CH2:2][C:3]([CH3:5])=[O:4].[H-].[Na+].C([Li])CCC.[CH2:16]([N:23]([CH3:37])[C:24](=[O:36])[CH2:25][CH2:26][CH2:27][C:28](=[O:35])[C:29]1[CH:34]=[CH:33][CH:32]=[CH:31][CH:30]=1)[C:17]1[CH:22]=[CH:21][CH:20]=[CH:19][CH:18]=1>CCCCCC.O1CCCC1>[CH2:16]([N:23]([CH3:37])[C:24](=[O:36])[CH2:25][CH2:26][CH2:27][C:28]1([C:29]2[CH:34]=[CH:33][CH:32]=[CH:31][CH:30]=2)[CH2:5][C:3]([OH:4])=[CH:2][C:1](=[O:6])[O:35]1)[C:17]1[CH:18]=[CH:19][CH:20]=[CH:21][CH:22]=1 |f:1.2|. Procedure details: The title compound was prepared as described in General Method 1 using 5.6 mmol of methyl acetoacetate, 6.1 mmol of NaH 60% dispersion in oil, 5.9 mmol of 1.6M n-butyl lithium in hexane, 5.6 mmol of 5-oxo-5-phenylpentanoic acid benzyl-methyl amide and 25 mL of tetrahydrofuran. The product was flash chromatographed using CH2 Cl2 /MeOH (98/2) to give a solid (m.p. 47°-51° C.). 1H NMR (DMSO-d6) δ 1.1-1.3 (m, 1 H), 1.4-1.6 (m, 1 H), 1.8-2.0 (m, 2 H), 2.2-2.4 (m, 2 H), 2.75/2.81 (s/s 3 H), 2.85-3.1 (...